The task is: describe an organic reaction: reactants, conditions, products, and yield. This data is from the Open Reaction Database (ORD), a public repository of structured organic reaction records. Reactants: [OH-].[Na+] (sodium hydroxide), Cl (hydrochloric acid), C(C1=CC=CC=C1)OC(CCN(S(=O)(=O)C1=CC=C(C=C1)[C@@H](CC1CCCC1)C(NC=1SC2=NC(=CC=C2N1)OC)=O)CC=1OC2=C(C1)C=CC=C2)=O (3-(benzofuran-2-ylmethyl-{4-[(R)-2-cyclopentyl-1-(5-methoxy-thiazolo[5,4-b]pyridin-2-ylcarbamoyl)-ethyl]-benzenesulfonyl}-amino)-propionic acid benzyl ester), [OH-].[Na+] (sodium hydroxide). The solvent is O (water), C1CCOC1 (THF). Conditions: time 8 hour. The product is O1C(=CC2=C1C=CC=C2)CN(CCC(=O)O)S(=O)(=O)C2=CC=C(C=C2)[C@@H](CC2CCCC2)C(NC=2SC1=NC(=CC=C1N2)OC)=O (3-(benzofuran-2-ylmethyl-{4-[(R)-2-cyclopentyl-1-(5-methoxy-thiazolo[5,4-b]pyridin-2-ylcarbamoyl)-ethyl]-benzenesulfonyl}-amino)-propionic acid). As a reaction SMILES: C([O:8][C:9](=[O:53])[CH2:10][CH2:11][N:12]([CH2:43][C:44]1[O:45][C:46]2[CH:52]=[CH:51][CH:50]=[CH:49][C:47]=2[CH:48]=1)[S:13]([C:16]1[CH:21]=[CH:20][C:19]([C@H:22]([C:29](=[O:42])[NH:30][C:31]2[S:32][C:33]3[C:38]([N:39]=2)=[CH:37][CH:36]=[C:35]([O:40][CH3:41])[N:34]=3)[CH2:23][CH:24]2[CH2:28][CH2:27][CH2:26][CH2:25]2)=[CH:18][CH:17]=1)(=[O:15])=[O:14])C1C=CC=CC=1.[OH-].[Na+].Cl>C1COCC1.O>[O:45]1[C:46]2[CH:52]=[CH:51][CH:50]=[CH:49][C:47]=2[CH:48]=[C:44]1[CH2:43][N:12]([S:13]([C:16]1[CH:21]=[CH:20][C:19]([C@H:22]([C:29](=[O:42])[NH:30][C:31]2[S:32][C:33]3[C:38]([N:39]=2)=[CH:37][CH:36]=[C:35]([O:40][CH3:41])[N:34]=3)[CH2:23][CH:24]2[CH2:28][CH2:27][CH2:26][CH2:25]2)=[CH:18][CH:17]=1)(=[O:14])=[O:15])[CH2:11][CH2:10][C:9]([OH:53])=[O:8] |f:1.2|. Reported procedure: The title I compound, 3-(benzofuran-2-ylmethyl-{4-[(R)-2-cyclopentyl-1-(5-methoxy-thiazolo[5,4-b]pyridin-2-ylcarbamoyl)-ethyl]-benzenesulfonyl}-amino)-propionic acid benzyl ester (280 mg, 0.372 mmol) is dissolved in THF. To this is added a solution of sodium hydroxide (22 mg, 0.558 mmol) in water. The reaction is stirred at RT overnight. LC/MS indicates ˜80% reaction completion and, therefore, more sodium hydroxide (10 mg, 0.250 mmol) is added. After 2 h of stirring at RT, the reaction is acidif... The reactants are C1(CC1)NC(C1=CC(=C(C=C1)C)C=1C=C2C=CNC(C2=CC1)=O)=O (N-Cyclopropyl-4-methyl-3-(1-oxo-1,2-dihydro-isoquinolin-6-yl)-benzamide), C([O-])([O-])=O.[K+].[K+] (potassium carbonate), BrCC(CC)CC (3-(bromomethyl)pentane). Run in CN(C)C=O (DMF). Run at temperature 80 celsius, time 17 hour. The product is C1(CC1)NC(C1=CC(=C(C=C1)C)C=1C=C2C=CN(C(C2=CC1)=O)CC(CC)CC)=O (N-Cyclopropyl-3-(2-(2-ethylbutyl)-1-oxo-1,2-dihydroisoquinolin-6-yl)-4-methylbenzamide). As a reaction SMILES: [CH:1]1([NH:4][C:5](=[O:24])[C:6]2[CH:11]=[CH:10][C:9]([CH3:12])=[C:8]([C:13]3[CH:14]=[C:15]4[C:20](=[CH:21][CH:22]=3)[C:19](=[O:23])[NH:18][CH:17]=[CH:16]4)[CH:7]=2)[CH2:3][CH2:2]1.C(=O)([O-])[O-].[K+].[K+].Br[CH2:32][CH:33]([CH2:36][CH3:37])[CH2:34][CH3:35]>CN(C=O)C>[CH:1]1([NH:4][C:5](=[O:24])[C:6]2[CH:11]=[CH:10][C:9]([CH3:12])=[C:8]([C:13]3[CH:14]=[C:15]4[C:20](=[CH:21][CH:22]=3)[C:19](=[O:23])[N:18]([CH2:32][CH:33]([CH2:36][CH3:37])[CH2:34][CH3:35])[CH:17]=[CH:16]4)[CH:7]=2)[CH2:2][CH2:3]1 |f:1.2.3|. Reported procedure: To a solution of the product of Example 11 (100 mg) in DMF (3 mL) was added potassium carbonate (217 mg) followed by 3-(bromomethyl)pentane (0.44 mL) and the mixture stirred at 80° C. for 17 hrs. The reaction mixture was filtered and purified by HPLC to give the title compound (55.0 mg) as a solid. The reactants are C(C)N1N=CC2=C1N=CC1=C2NC=2N(C1=O)N=C(C2)C2=CC=CC=C2 (3-ethyl-3, 11-dihydro-9-phenyl-6H-pyrazolo[1,5-a]pyrazolo[4',3':5,6]-pyrido[4,3-d]pyrimidin-6-one), CSCBr (methylthiomethyl bromide). Product: C(C)N1N=CC2=C1N=CC1=C2N(C=2N(C1=O)N=C(C2)C2=CC=CC=C2)CSC (3-ethyl-3,11-dihydro-9-phenyl-11-methylthiomethyl-6H-pyrazolo[1,5-a]pyrazolo[4',3':5,6]pyrido[4,3-d]pyrimidin-6-one). RXN SMILES: [CH2:1]([N:3]1[C:7]2[N:8]=[CH:9][C:10]3[C:15](=[O:16])[N:14]4[N:17]=[C:18]([C:20]5[CH:25]=[CH:24][CH:23]=[CH:22][CH:21]=5)[CH:19]=[C:13]4[NH:12][C:11]=3[C:6]=2[CH:5]=[N:4]1)[CH3:2].[CH3:26][S:27][CH2:28]Br>>[CH2:1]([N:3]1[C:7]2[N:8]=[CH:9][C:10]3[C:15](=[O:16])[N:14]4[N:17]=[C:18]([C:20]5[CH:25]=[CH:24][CH:23]=[CH:22][CH:21]=5)[CH:19]=[C:13]4[N:12]([CH2:26][S:27][CH3:28])[C:11]=3[C:6]=2[CH:5]=[N:4]1)[CH3:2]. Reported procedure: By treating the product of Example 29 with methylthiomethyl bromide according to the procedure of Example 2, 3-ethyl-3,11-dihydro-9-phenyl-11-methylthiomethyl-6H-pyrazolo[1,5-a]pyrazolo[4',3':5,6]pyrido[4,3-d]pyrimidin-6-one is obtained. The reactants are CCOC(=O)N1CCN(C(=O)C(CCC(=O)OC(C)(C)C)NC(=O)c2cc(OCC(=O)O)n(-c3ccccc3)n2)CC1, O=C(OCc1ccccc1)C1CCCN1, ClCCCl, CCN(C(C)C)C(C)C, Cl, CN(C)C=O, On1nnc2ccccc21. The product is CCOC(=O)N1CCN(C(=O)C(CCC(=O)OC(C)(C)C)NC(=O)c2cc(OCC(=O)N3CCCC3C(=O)OCc3ccccc3)n(-c3ccccc3)n2)CC1. RXN SMILES: [CH2:1]([CH3:2])[O:3][C:4](=[O:5])[N:6]1[CH2:7][CH2:8][N:9]([C:12]([CH:13]([CH2:14][CH2:15][C:16](=[O:17])[O:18][C:19]([CH3:20])([CH3:21])[CH3:22])[NH:23][C:24](=[O:25])[c:26]2[n:27][n:28](-[c:36]3[cH:37][cH:38][cH:39][cH:40][cH:41]3)[c:29]([O:31][CH2:32][C:33](=[O:34])[OH:35])[cH:30]2)=[O:42])[CH2:10][CH2:11]1.[CH2:63]([c:64]1[cH:65][cH:66][cH:67][cH:68][cH:69]1)[O:70][C:71]([CH:72]1[NH:73][CH2:74][CH2:75][CH2:76]1)=[O:77].[CH2:83]([Cl:84])[CH2:85][Cl:86].[CH:53]([N:54]([CH2:55][CH3:56])[CH:57]([CH3:58])[CH3:59])([CH3:60])[CH3:61].[ClH:62].[O:78]=[CH:79][N:80]([CH3:81])[CH3:82].[OH:43][n:44]1[c:45]2[c:46]([cH:47][cH:48][cH:49][cH:50]2)[n:51][n:52]1>>[CH2:1]([CH3:2])[O:3][C:4](=[O:5])[N:6]1[CH2:7][CH2:8][N:9]([C:12]([CH:13]([CH2:14][CH2:15][C:16](=[O:17])[O:18][C:19]([CH3:20])([CH3:21])[CH3:22])[NH:23][C:24](=[O:25])[c:26]2[n:27][n:28](-[c:36]3[cH:37][cH:38][cH:39][cH:40][cH:41]3)[c:29]([O:31][CH2:32][C:33](=[O:35])[N:73]3[CH:72]([C:71]([O:70][CH2:63][c:64]4[cH:65][cH:66][cH:67][cH:68][cH:69]4)=[O:77])[CH2:76][CH2:75][CH2:74]3)[cH:30]2)=[O:42])[CH2:10][CH2:11]1. Reactants: N1=C(C=CC=C1)C1=C(N=C2N1N=CC=C2)C(C)N (1-(3-pyridin-2-yl-imidazo[1,2-b]pyridazin-2-yl)-ethylamine), NC1=NC=NC(=C1C#N)Cl (4-amino-6-chloro-pyrimidine-5-carbonitrile), CCN(C(C)C)C(C)C (DIEA). The solvent is C(CCC)O (n-butanol). Reaction conditions: temperature 110 celsius, time 8 hour. The product is NC1=NC=NC(=C1C#N)NC(C)C=1N=C2N(N=CC=C2)C1C1=NC=CC=C1 (4-amino-6-[1-(3-pyridin-2-yl-imidazo[1,2-b]pyridazin-2-yl)-ethyl amino]-pyrimidine-5-carbonitrile). As a reaction SMILES: [N:1]1[CH:6]=[CH:5][CH:4]=[CH:3][C:2]=1[C:7]1[N:11]2[N:12]=[CH:13][CH:14]=[CH:15][C:10]2=[N:9][C:8]=1[CH:16]([NH2:18])[CH3:17].[NH2:19][C:20]1[C:25]([C:26]#[N:27])=[C:24](Cl)[N:23]=[CH:22][N:21]=1.CCN(C(C)C)C(C)C>C(O)CCC>[NH2:19][C:20]1[C:25]([C:26]#[N:27])=[C:24]([NH:18][CH:16]([C:8]2[N:9]=[C:10]3[CH:15]=[CH:14][CH:13]=[N:12][N:11]3[C:7]=2[C:2]2[CH:3]=[CH:4][CH:5]=[CH:6][N:1]=2)[CH3:17])[N:23]=[CH:22][N:21]=1. Reported procedure: To a mixture of 1-(3-pyridin-2-yl-imidazo[1,2-b]pyridazin-2-yl)-ethylamine (450 mg, 2.09 mmol) and 4-amino-6-chloro-pyrimidine-5-carbonitrile (325 mg, 2.09 mmol) in n-butanol (8 mL) was added DIEA (0.6 mL, 3.01 mmol) at rt. The reaction mixture was stirred at 110° C. overnight. The mixture was concentrated in vacuo. The residue was purified by column chromatography using silica gel (100-200 mesh) and 0-60% acetone in hexane to provide 4-amino-6-[1-(3-pyridin-2-yl-imidazo[1,2-b]pyridazin-2-yl)-et... The reactants are ice water, [N+](=O)([O-])C1=C(C=CC(=C1)[N+](=O)[O-])F (2,4-dinitrofluorobenzene), S1C(=NC=C1)C=1C=C(N)C=CC1 (3-(2-Thiazolyl)aniline), C([O-])([O-])=O.[K+].[K+] (potassium carbonate). Run in CN1C(CCC1)=O (N-methyl-2-pyrrolidone). Conditions: temperature 80 celsius. Yields the product S1C(=NC=C1)C=1C=C(C=CC1)NC1=C(C=C(C=C1)[N+](=O)[O-])[N+](=O)[O-] (N-(3-(2-Thiazolyl)phenyl)-2,4-dinitroaniline). Reaction SMILES: [N+:1]([C:4]1[CH:9]=[C:8]([N+:10]([O-:12])=[O:11])[CH:7]=[CH:6][C:5]=1F)([O-:3])=[O:2].[S:14]1[CH:18]=[CH:17][N:16]=[C:15]1[C:19]1[CH:20]=[C:21]([CH:23]=[CH:24][CH:25]=1)[NH2:22].C(=O)([O-])[O-].[K+].[K+]>CN1CCCC1=O>[S:14]1[CH:18]=[CH:17][N:16]=[C:15]1[C:19]1[CH:20]=[C:21]([NH:22][C:5]2[CH:6]=[CH:7][C:8]([N+:10]([O-:12])=[O:11])=[CH:9][C:4]=2[N+:1]([O-:3])=[O:2])[CH:23]=[CH:24][CH:25]=1 |f:2.3.4|. Procedure details: A mixture of 2,4-dinitrofluorobenzene (1.14 ml, 9.1 mmol), 2t from Example 2 (1.6 g, 9.1 mmol) and potassium carbonate (1.51 g, 10.9 mmol) in dry N-methyl-2-pyrrolidone (10 ml) is heated to 80° C. for 2 hours. The cooled mixture is poured into ice-water. The precipitate is filtered off, washed with water and dried to yield: 3.05 g (98%). Mp 1 97-203° C. Starting materials: CN(C)C=O, O=C1c2cc(Cl)ccc2-n2cncc2C2CCCN12, O=C1CCC(=O)N1Cl, O. The product is O=C1c2cc(Cl)ccc2-n2cnc(Cl)c2C2CCCN12. Reaction SMILES: [CH3:29][N:30]([CH3:31])[CH:32]=[O:33].[Cl:1][c:2]1[cH:3][cH:4][c:5]2[c:6]([cH:19]1)[C:7](=[O:18])[N:8]1[CH:9]([c:10]3[n:11]-2[cH:12][n:13][cH:14]3)[CH2:15][CH2:16][CH2:17]1.[Cl:20][N:21]1[C:22](=[O:23])[CH2:24][CH2:25][C:26]1=[O:27].[OH2:28]>>[Cl:1][c:2]1[cH:3][cH:4][c:5]2[c:6]([cH:19]1)[C:7](=[O:18])[N:8]1[CH:9]([c:10]3[n:11]-2[cH:12][n:13][c:14]3[Cl:20])[CH2:15][CH2:16][CH2:17]1. Starting materials: ClC=1C=C(C=CC1Cl)C1C(CN(CCO1)C(=O)OC(C)(C)C)CS(=O)(=O)C (tert-butyl (6RS,7RS)-7-(3,4-dichlorophenyl)-6-[(methylsulfonyl)methyl]-1,4-oxazepane-4-carboxylate), C(C)(=O)OCC.Cl (hydrogen chloride-ethyl acetate). The solvent is C(C)(=O)OCC (ethyl acetate). Conditions: time 2 hour. Yields the product Cl.ClC=1C=C(C=CC1Cl)C1C(CNCCO1)CS(=O)(=O)C ((6RS,7RS)-7-(3,4-dichlorophenyl)-6-[(methylsulfonyl)methyl]-1,4-oxazepane monohydrochloride). Yield: 148.2%. Reaction SMILES: [Cl:1][C:2]1[CH:3]=[C:4]([CH:9]2[O:15][CH2:14][CH2:13][N:12](C(OC(C)(C)C)=O)[CH2:11][CH:10]2[CH2:23][S:24]([CH3:27])(=[O:26])=[O:25])[CH:5]=[CH:6][C:7]=1[Cl:8].C(OCC)(=O)C.Cl>C(OCC)(=O)C>[ClH:1].[Cl:1][C:2]1[CH:3]=[C:4]([CH:9]2[O:15][CH2:14][CH2:13][NH:12][CH2:11][CH:10]2[CH2:23][S:24]([CH3:27])(=[O:26])=[O:25])[CH:5]=[CH:6][C:7]=1[Cl:8] |f:1.2,4.5|. Reported procedure: To a solution of tert-butyl (6RS,7RS)-7-(3,4-dichlorophenyl)-6-[(methylsulfonyl)methyl]-1,4-oxazepane-4-carboxylate (111 mg) in ethyl acetate (1 ml) was added 4 N hydrogen chloride-ethyl acetate solution (3 mL), and the mixture was stirred at room temperature for 2 hr. The crystals obtained by concentration under reduced pressure were recrystallized from ethanol-water to give the title compound (70.3 mg). The reactants are [OH-].[Na+] (sodium hydroxide), OC1=C(C(=O)C2=C(C(=C(C(=C2F)F)F)F)F)C(=C(C(=C1F)O)F)F (2,4-dihydroxy-2′,3,3′,4′,5,5′,6,6′-octafluorobenzophenone), CO (methanol), CO (methanol), solution, O (water), Cl (hydrochloric acid). The solvent is C(C)(C)O (isopropyl alcohol). The product is COC=1C(=C(C=2C(C3=C(C(=C(C(=C3OC2C1F)F)O)F)F)=O)F)F (3-Methoxy-6-hydroxy-1,2,4,5,7,8,-hexafluoroxanthone). RXN SMILES: [OH-:1].[Na+].[OH:3][C:4]1[C:22]([F:23])=[C:21]([OH:24])[C:20]([F:25])=[C:19]([F:26])[C:5]=1[C:6]([C:8]1[C:13](F)=[C:12]([F:15])[C:11](F)=[C:10]([F:17])[C:9]=1[F:18])=[O:7].O.Cl.[CH3:29]O>C(O)(C)C>[CH3:29][O:24][C:21]1[C:20]([F:25])=[C:19]([F:26])[C:5]2[C:6](=[O:7])[C:8]3[C:13]([O:3][C:4]=2[C:22]=1[F:23])=[C:12]([F:15])[C:11]([OH:1])=[C:10]([F:17])[C:9]=3[F:18] |f:0.1|. Procedure details: A solution of sodium hydroxide (125 mg, 3.14 mmol) in 5 mL methanol is added dropwise to a solution of Compound 46 (450 mg, 1.25 mmol) in 10 mL methanol. The reaction mixture is then heated at reflux for 15 hours. The reaction mixture is then poured into 50 mL water and hydrochloric acid is added to a solution pH of 2, and the resulting solution is extracted with ethyl acetate (50 mL×2). The combined organic layers are washed with brine (30 mL), dried over magnesium sulfate and concentrated in v...